Dataset: the Open Reaction Database (ORD), a public repository of structured organic reaction records. Task: describe an organic reaction: reactants, conditions, products, and yield Reactants: decylaldehyde, C1(=CC=CC=C1)C (toluene), C(CO)O (ethyleneglycol), C1(=CC=C(C=C1)S(=O)(=O)O)C (p-toluenesulfonic acid). Yields the product C(CCCCCCCC)C1OCCO1 (2-n-nonyl-1,3 dioxolane). Isolated yield 77.4%. Reaction SMILES: [CH2:1]([OH:4])[CH2:2][OH:3].[C:5]1([CH3:15])[CH:10]=[CH:9][C:8](S(O)(=O)=O)=[CH:7][CH:6]=1.[C:16]1(C)[CH:21]=CC=C[CH:17]=1>>[CH2:5]([CH:15]1[O:4][CH2:1][CH2:2][O:3]1)[CH2:10][CH2:9][CH2:8][CH2:7][CH2:6][CH2:17][CH2:16][CH3:21]. Reported procedure: Following example I from 78.77 g of decylaldehyde (0.5 mole), 37.22 g (0.6 mole) of ethyleneglycol, 0.5 g of p-toluenesulfonic acid in 100 ml toluene there is obtained 78 g (77.4%) of a colorless product; b.p. 80°-81° C./0.5 mm. nD20 =1.4392. Starting materials: CCOC(=O)C (AcOEt), ICCCCCCCC (1-iodooctane), C(=O)([O-])[O-].[K+].[K+] (K2CO3), OCCC1CNC2=C(C(=CC(=C12)C)C)NC(C(C)(C)C)=O (N-[3-(2-Hydroxyethyl)-4,6-dimethylindolin-7-yl]-2,2-dimethylpropanamide). The solvent is CN(C)C=O (DMF). Run at temperature 70 celsius, time 10 hour. Yields the product C(CCCCCCC)N1CC(C2=C(C=C(C(=C12)NC(C(C)(C)C)=O)C)C)CCO (N-[(1-Octyl-3-(2-hydroxyethyl)-4,6-dimethylindolin-7-yl)]-2,2-dimethylpropanamide). Yield: 13.5%. Reaction SMILES: [OH:1][CH2:2][CH2:3][CH:4]1[C:12]2[C:7](=[C:8]([NH:15][C:16](=[O:21])[C:17]([CH3:20])([CH3:19])[CH3:18])[C:9]([CH3:14])=[CH:10][C:11]=2[CH3:13])[NH:6][CH2:5]1.I[CH2:23][CH2:24][CH2:25][CH2:26][CH2:27][CH2:28][CH2:29][CH3:30].C([O-])([O-])=O.[K+].[K+].CCOC(C)=O>CN(C=O)C>[CH2:23]([N:6]1[C:7]2[C:12](=[C:11]([CH3:13])[CH:10]=[C:9]([CH3:14])[C:8]=2[NH:15][C:16](=[O:21])[C:17]([CH3:18])([CH3:20])[CH3:19])[CH:4]([CH2:3][CH2:2][OH:1])[CH2:5]1)[CH2:24][CH2:25][CH2:26][CH2:27][CH2:28][CH2:29][CH3:30] |f:2.3.4|. Reported procedure: N-[3-(2-Hydroxyethyl)-4,6-dimethylindolin-7-yl]-2,2-dimethylpropanamide (1.6 g) was dissolved in DMF (15 ml) and 1-iodooctane (3.9 g) and K2CO3 (2.3 g) were added, which was followed by stirring at 70° C. for 10 hr. AcOEt (200 ml) was added, and the mixture was washed with water and dried over anhydrous sodium sulfate. AcOEt was evaporated under reduced pressure. The residue was purified by silica gel column chromatography (eluent: benzene/AcOEt=5/1-1/2) to give 300 mg of the title compound. Reactants: C(C)C1(C2=CC(=CC=C2C=2C=CC(=CC12)C=O)Br)CC (9,9-diethyl-7-bromo-fluorene-2-carboxaldehyde), NC1=C(C=CC=C1)S (2-amino-thiophenol), CS(=O)C (DMSO). The solvent is O (water). Reaction conditions: temperature 195 celsius, time 45 minute. Yields the product BrC1=CC=C2C=3C=CC(=CC3C(C2=C1)(CC)CC)C=1SC2=C(N1)C=CC=C2 (2-(7-Bromo-9,9-diethylfluoren-2-yl)benzothiazole). Yield: 80.3%. Reaction SMILES: [CH2:1]([C:3]1([CH2:19][CH3:20])[C:15]2[CH:14]=[C:13]([CH:16]=O)[CH:12]=[CH:11][C:10]=2[C:9]2[C:4]1=[CH:5][C:6]([Br:18])=[CH:7][CH:8]=2)[CH3:2].[NH2:21][C:22]1[CH:27]=[CH:26][CH:25]=[CH:24][C:23]=1[SH:28].CS(C)=O>O>[Br:18][C:6]1[CH:5]=[C:4]2[C:9]([C:10]3[CH:11]=[CH:12][C:13]([C:16]4[S:28][C:23]5[CH:24]=[CH:25][CH:26]=[CH:27][C:22]=5[N:21]=4)=[CH:14][C:15]=3[C:3]2([CH2:1][CH3:2])[CH2:19][CH3:20])=[CH:8][CH:7]=1. Procedure details: A mixture of 9,9-diethyl-7-bromo-fluorene-2-carboxaldehyde (49.35 g., 0.15 mol.), 2-amino-thiophenol (20 ml. 0.187 mol., 1,25 eq.), and DMSO (110 ml) was heated in an oil bath to a bath temperature of 195° C., held there for 45 minutes, and then poured into water. The separated solids were collected, reslurried in 1:4 acetic acid-water (1000 ml.) filtered, and washed with water and dilute sodium bicarbonate solution. These solids, 80.05 g., were then reslurried in hot ethanol, (600 ml), cooled a... The reactants are [OH-].[Na+] (sodium hydroxide), C(C)(=O)OC(C)=O (Acetic anhydride), aqueous solution, C1(CC1)NC1CCN(C2=C(C=CC=C12)CO)CC (4-cyclopropylamino-8-hydroxymethyl-1-ethyl-1,2,3,4-tetrahydroquinoline). The solvent is C(=O)O (formic acid). Conditions: time 8 hour. The product is C(=O)N(C1CC1)C1CCN(C2=C(C=CC=C12)CO)CC (4-(N-formyl-N-cyclopropylamino)-8-hydroxymethyl1-ethyl-1,2,3,4-tetrahydroquinoline). As a reaction SMILES: [C:1](OC(=O)C)(=[O:3])C.[CH:8]1([NH:11][CH:12]2[C:21]3[C:16](=[C:17]([CH2:22][OH:23])[CH:18]=[CH:19][CH:20]=3)[N:15]([CH2:24][CH3:25])[CH2:14][CH2:13]2)[CH2:10][CH2:9]1.[OH-].[Na+]>C(O)=O>[CH:1]([N:11]([CH:12]1[C:21]2[C:16](=[C:17]([CH2:22][OH:23])[CH:18]=[CH:19][CH:20]=2)[N:15]([CH2:24][CH3:25])[CH2:14][CH2:13]1)[CH:8]1[CH2:9][CH2:10]1)=[O:3] |f:2.3|. Procedure details: Acetic anhydride (0.5 ml) and formic acid (0.25 ml) were stirred for 1 hour at 60° C, and to this mixture 4-cyclopropylamino-8-hydroxymethyl-1-ethyl-1,2,3,4-tetrahydroquinoline (0.37 g) was added under ice-cooling and the mixture was stirred overnight at room temperature The reaction mixture was adjusted to alkalinic with 30% aqueous solution of sodium hydroxide under ice-cooling, stirred for 0.5 hour, sequentially extracted with dichloromethane. The extract was dried over anhydrous magnesium su... Starting materials: ClC1=CC(=NC2=C3N=CC=CC3=CC=C12)C (4-chloro-2-methyl-[1,10]phenanthroline), [H-].[Na+] (sodium hydride), C(=O)(OC(C)(C)C)NCCO (N-Boc-2-hydroxyethylamine). The solvent is C1CCOC1 (THF), C1CCOC1 (THF), C1CCOC1 (THF). Run at time 20 minute. Product: C(C)(C)(C)OC(NCCOC1=CC(=NC2=C3N=CC=CC3=CC=C12)C)=O ([2-(2-Methyl-[1,10]phenanthrolin-4-yloxy)-ethyl]-carbamic acid tert-butyl ester). The yield is 46.3%. RXN SMILES: [H-].[Na+].[C:3]([NH:10][CH2:11][CH2:12][OH:13])([O:5][C:6]([CH3:9])([CH3:8])[CH3:7])=[O:4].Cl[C:15]1[C:28]2[C:19](=[C:20]3[C:25](=[CH:26][CH:27]=2)[CH:24]=[CH:23][CH:22]=[N:21]3)[N:18]=[C:17]([CH3:29])[CH:16]=1>C1COCC1>[C:6]([O:5][C:3](=[O:4])[NH:10][CH2:11][CH2:12][O:13][C:15]1[C:28]2[C:19](=[C:20]3[C:25](=[CH:26][CH:27]=2)[CH:24]=[CH:23][CH:22]=[N:21]3)[N:18]=[C:17]([CH3:29])[CH:16]=1)([CH3:7])([CH3:8])[CH3:9] |f:0.1|. Procedure details: To a suspension of sodium hydride (60% in mineral oil, 0.87 g, 21.8 mmol) in THF (15 mL) a solution of N-Boc-2-hydroxyethylamine (1.75 g, 21.8 mmol) in anhydrous THF (5 mL) was slowly added. The mixture was stirred at room temperature for 20 minutes and a solution of 4-chloro-2-methyl-[1,10]phenanthroline (1.00 g, 4.4 mmol) in anhydrous THF (20 mL) was slowly added. The reaction mixture was refluxed for 18 hours and the solvent was removed in a rotary evaporator. The residue was treated with met...